The task is: describe an organic reaction: reactants, conditions, products, and yield. This data is from the Open Reaction Database (ORD), a public repository of structured organic reaction records. Reactants: C(C1=CC=CC=C1)OCO[C@H]1C[C@@H]2[C@]3(CC[C@H](C[C@H]3C[C@H]([C@H]2[C@@H]2CC[C@@H]([C@]21C)C(CC=C(C2=CC=CC=C2)C2=CC=CC=C2)C)O[Si](C)(C)C(C)(C)C)O[Si](C)(C)C(C)(C)C)C (12α-benzyloxymethoxy-3α,7α-di-tert-butyldimethylsilyloxy-17β-[(1,1-diphenyl)-1-penten-4-yl]-5β-androstane). Reagents/catalysts: [Cl-].[Zn+2].[Cl-] (zinc chloride). Solvent: CCOCC (ether), C(C)S (ethanethiol), CCOCC (ether). Reaction conditions: time 30 minute. The product is O[C@H]1C[C@H]2C[C@H]([C@H]3[C@@H]4CC[C@@H]([C@@]4(C)[C@H](C[C@@H]3[C@]2(CC1)C)O)C(CC=C(C1=CC=CC=C1)C1=CC=CC=C1)C)O (3α,7α,12α-trihydroxy-17β-[(1,1-diphenyl)-1-penten-4-yl]-5β-androstane). RXN SMILES: C(OC[O:10][C@@H:11]1[C@@:27]2([CH3:28])[C@@H:23]([CH2:24][CH2:25][C@@H:26]2[CH:29]([CH3:45])[CH2:30][CH:31]=[C:32]([C:39]2[CH:44]=[CH:43][CH:42]=[CH:41][CH:40]=2)[C:33]2[CH:38]=[CH:37][CH:36]=[CH:35][CH:34]=2)[C@H:22]2[C@@H:13]([C@:14]3([CH3:62])[C@H:19]([CH2:20][C@H:21]2[O:46][Si](C(C)(C)C)(C)C)[CH2:18][C@H:17]([O:54][Si](C(C)(C)C)(C)C)[CH2:16][CH2:15]3)[CH2:12]1)C1C=CC=CC=1>CCOCC.C(S)C.[Cl-].[Zn+2].[Cl-]>[OH:54][C@@H:17]1[CH2:16][CH2:15][C@@:14]2([CH3:62])[C@H:19]([CH2:20][C@@H:21]([OH:46])[C@@H:22]3[C@@H:13]2[CH2:12][C@H:11]([OH:10])[C@@:27]2([CH3:28])[C@H:23]3[CH2:24][CH2:25][C@@H:26]2[CH:29]([CH3:45])[CH2:30][CH:31]=[C:32]([C:39]2[CH:40]=[CH:41][CH:42]=[CH:43][CH:44]=2)[C:33]2[CH:38]=[CH:37][CH:36]=[CH:35][CH:34]=2)[CH2:18]1 |f:3.4.5|. Procedure: A mixture of 12α-benzyloxymethoxy-3α,7α-di-tert-butyldimethylsilyloxy-17β-[(1,1-diphenyl)-1-penten-4-yl]-5β-androstane (4.63 g), 1M zinc chloride in ether (10.5 ml) and ethanethiol (2.0 ml) in ether (10 ml) is stirred at room temperature for about 30 minutes. The mixture is concentrated in vacuo and the residue taken up in ether. The ether solution is washed with water, dried over magnesium sulfate, filtered and concentrated in vacuo to give the desired product. Starting materials: CC(=O)Nc1ccc(S(=O)(=O)Cl)cc1, ClCCl, CN, Cl, c1ccncc1. Yields the product CNS(=O)(=O)c1ccc(NC(C)=O)cc1. As a reaction SMILES: [C:4]([CH3:5])(=[O:6])[NH:7][c:8]1[cH:9][cH:10][c:11]([S:14](=[O:15])(=[O:16])[Cl:17])[cH:12][cH:13]1.[CH2:24]([Cl:25])[Cl:26].[CH3:2][NH2:3].[ClH:1].[cH:18]1[cH:19][cH:20][n:21][cH:22][cH:23]1>>[CH3:2][NH:3][S:14]([c:11]1[cH:10][cH:9][c:8]([NH:7][C:4]([CH3:5])=[O:6])[cH:13][cH:12]1)(=[O:15])=[O:16].